This data is from the Open Reaction Database (ORD), a public repository of structured organic reaction records. The task is: describe an organic reaction: reactants, conditions, products, and yield The reactants are COC(C1=CN=C(C=C1)N)=O (6-Aminonicotinic acid methyl ester), C(C1=CC=CC=C1)N1C(C2=CC=CC=C2C1=O)CCC(=O)NC=1SC=CN1 (3-(2-Benzyl-3-oxo-2,3-dihydro-1H-isoindol-1-yl)-N-thiazol-2-yl-propionamide), C=1C=CC2=C(C1)N=NN2O (HOBt), CCN=C=NCCCN(C)C (EDCI), C(=O)(O)[O-].[Na+] (NaHCO3). The solvent is CN(C)C=O (DMF). Reaction conditions: time 0.5 hour. Yields the product COC(C1=CN=C(C=C1)NC(CCC1N(C(C2=CC=CC=C12)=O)CC1=CC=CC=C1)=O)=O (6-[3-(2-Benzyl-3-oxo-2,3-dihydro-1H-isoindol-1-yl)-propionylamino]-nicotinic acid methyl ester). Reaction SMILES: [CH2:1]([N:8]1[C:16](=[O:17])[C:15]2[C:10](=[CH:11][CH:12]=[CH:13][CH:14]=2)[CH:9]1[CH2:18][CH2:19][C:20](NC1SC=CN=1)=[O:21])[C:2]1[CH:7]=[CH:6][CH:5]=[CH:4][CH:3]=1.C1C=CC2N(O)N=NC=2C=1.CCN=C=NCCCN(C)C.[CH3:49][O:50][C:51](=[O:59])[C:52]1[CH:57]=[CH:56][C:55]([NH2:58])=[N:54][CH:53]=1.C([O-])(O)=O.[Na+]>CN(C=O)C>[CH3:49][O:50][C:51](=[O:59])[C:52]1[CH:57]=[CH:56][C:55]([NH:58][C:20](=[O:21])[CH2:19][CH2:18][CH:9]2[C:10]3[C:15](=[CH:14][CH:13]=[CH:12][CH:11]=3)[C:16](=[O:17])[N:8]2[CH2:1][C:2]2[CH:3]=[CH:4][CH:5]=[CH:6][CH:7]=2)=[N:54][CH:53]=1 |f:4.5|. Reported procedure: The product from Example 1, Part E (200 mg, 0.68 mmol) was dissolved in 5 mL DMF. HOBt (312 mg, 2.04 mmol) and EDCI (340 mg, 2.04 mmol) were added and the mixture was stirred at room temperature for 0.5 h. 6-Aminonicotinic acid methyl ester (156 mg, 1.02 mmol) was added and the mixture was stirred for 16 h. The mixture was poured into 100 mL sat'd NaHCO3 and extracted with EtOAc. The combined organic phase was washed with water and brine, then dried (Na2SO4), filtered and evaporated. The product... Reactants: C(O)CN (ethanolamine), C(C)O (ethanol), C(C)O (ethanol), O1C(COCCCCCCCCCCCC(=O)OCCCC)C1 (butyl 12-(2,3-epoxypropoxy)-dodecanate). RXN SMILES: [CH2:1]([CH2:3][NH2:4])[OH:2].C(O)C.[O:8]1[CH2:30][CH:9]1[CH2:10][O:11][CH2:12][CH2:13][CH2:14][CH2:15][CH2:16][CH2:17][CH2:18][CH2:19][CH2:20][CH2:21][CH2:22][C:23]([O:25][CH2:26][CH2:27][CH2:28][CH3:29])=[O:24]>O>[OH:8][CH:9]([CH2:30][NH:4][CH2:3][CH2:1][OH:2])[CH2:10][O:11][CH2:12][CH2:13][CH2:14][CH2:15][CH2:16][CH2:17][CH2:18][CH2:19][CH2:20][CH2:21][CH2:22][C:23]([O:25][CH2:26][CH2:27][CH2:28][CH3:29])=[O:24]. Procedure details: A 100-ml flask equipped with a stirrer and dropping funnel was charged with 23.7 g (250 mmol) of ethanolamine and 23.7 g of ethanol. While stirring the mixture at 80° C., an ethanol solution of 8.20 g (25 mmol) of butyl 12-(2,3-epoxypropoxy)-dodecanate was added dropwise over 1 hour. After completion of the reaction, water was added to the reaction mixture, followed by extraction with chloroform. The resultant chloroform solution was concentrated under reduced pressure, and the resultant residue... The product is OC(COCCCCCCCCCCCC(=O)OCCCC)CNCCO (butyl 12-[2-hydroxy-3-(2-hydroxyethylamino)propoxy]dodecanate). Run in O (water). Conditions: temperature 80 celsius. The yield is 55.4%. Starting materials: C(C1=CC=CC=C1)OC1=CC=C(C=O)C=C1 (p-benzyloxybenzaldehyde), C(C)(=O)C=P(C1=CC=CC=C1)(C1=CC=CC=C1)C1=CC=CC=C1 (acetylmethylenetriphenylphosphorane). Solvent: C1(=CC=CC=C1)C (toluene). The product is C(C1=CC=CC=C1)OC1=CC=C(C=C1)C=CC(C)=O (4-(p-Benzyloxyphenyl)-3-buten-2-one). Isolated yield 79.9%. As a reaction SMILES: [CH2:1]([O:8][C:9]1[CH:16]=[CH:15][C:12]([CH:13]=O)=[CH:11][CH:10]=1)[C:2]1[CH:7]=[CH:6][CH:5]=[CH:4][CH:3]=1.[C:17]([CH:20]=P(C1C=CC=CC=1)(C1C=CC=CC=1)C1C=CC=CC=1)(=[O:19])[CH3:18]>C1(C)C=CC=CC=1>[CH2:1]([O:8][C:9]1[CH:16]=[CH:15][C:12]([CH:13]=[CH:18][C:17](=[O:19])[CH3:20])=[CH:11][CH:10]=1)[C:2]1[CH:7]=[CH:6][CH:5]=[CH:4][CH:3]=1. Procedure details: A solution of 10.0 g of p-benzyloxybenzaldehyde and 15.7 g of acetylmethylenetriphenylphosphorane in 100 ml of toluene was heated under reflux for 2 hours, the solvent was then evaporated and the residual crystals were recrystallized from ether to give 9.5 g of the desired compound melting at 106°-107° C. The reactants are [Li]CCCC, [Cl-], [Li]c1ccccc1C(F)(F)F, [NH4+], O, CCC(=O)c1ccc(O)cc1O. Yields the product CCC(O)(c1ccc(O)cc1O)c1ccccc1C(F)(F)F. Reaction SMILES: [CH2:12]([Li:13])[CH2:14][CH2:15][CH3:16].[Cl-:29].[F:1][C:2]([c:3]1[c:4]([Li:9])[cH:5][cH:6][cH:7][cH:8]1)([F:10])[F:11].[NH4+:30].[OH2:31].[OH:17][c:18]1[c:19]([C:25]([CH2:26][CH3:27])=[O:28])[cH:20][cH:21][c:22]([OH:24])[cH:23]1>>[F:1][C:2]([c:3]1[c:4]([C:25]([c:19]2[c:18]([OH:17])[cH:23][c:22]([OH:24])[cH:21][cH:20]2)([CH2:26][CH3:27])[OH:28])[cH:5][cH:6][cH:7][cH:8]1)([F:10])[F:11]. Starting materials: C(C)OC(=O)N(OC(=O)OCC)CC(CP(OCC)(OCC)=O)OC1OCCCC1 (diethyl 3-(N-ethoxycarbonyl-N-ethoxycarbonyloxyamino)-2-(tetrahydro-2H-pyran-2-yloxy)propylphosphonate), Cl (hydrochloric acid). The solvent is C(C)O (ethanol). Run at time 4 hour. Yields the product C(C)OC(=O)N(OC(=O)OCC)CC(CP(OCC)(OCC)=O)O (diethyl 3-(N-ethoxycarbonyl-N-ethoxycarbonyloxyamino)-2-hydroxypropylphosphonate). Isolated yield 89.2%. RXN SMILES: [CH2:1]([O:3][C:4]([N:6]([CH2:13][CH:14]([O:24]C1CCCCO1)[CH2:15][P:16](=[O:23])([O:20][CH2:21][CH3:22])[O:17][CH2:18][CH3:19])[O:7][C:8]([O:10][CH2:11][CH3:12])=[O:9])=[O:5])[CH3:2].Cl>C(O)C>[CH2:1]([O:3][C:4]([N:6]([CH2:13][CH:14]([OH:24])[CH2:15][P:16](=[O:23])([O:20][CH2:21][CH3:22])[O:17][CH2:18][CH3:19])[O:7][C:8]([O:10][CH2:11][CH3:12])=[O:9])=[O:5])[CH3:2]. Procedure details: A mixture of diethyl 3-(N-ethoxycarbonyl-N-ethoxycarbonyloxyamino)-2-(tetrahydro-2H-pyran-2-yloxy)propylphosphonate (54.0 g.), ethanol (100 ml.) and 0.1 N hydrochloric acid (100 ml.) was stirred for 4 hours at ambient temperature. After the reaction was completed, the ethanol was distilled off from the reaction mixture under reduced pressure to give an aqueous solution, which was extracted three times with ethyl acetate (200 ml. once and 50 ml. twice). The combined extracts were washed with a sa... Reactants: C1(=CC=CC=C1)C=1C=CC2=C(CC(O2)C(=O)OCC)C1 (ethyl 2,3-dihydro-5-phenylbenzofuran-2-carboxylate), C(C=C)N (2-propenamine). Run in C(C)O (ethanol). Yields the product C1(=CC=CC=C1)C=1C=CC2=C(CC(O2)C(=O)NCC=C)C1 (2,3-dihydro-5-phenyl-N-(2-propenyl)-2-benzofurancarboxamide). RXN SMILES: [C:1]1([C:7]2[CH:8]=[CH:9][C:10]3[O:14][CH:13]([C:15]([O:17]CC)=O)[CH2:12][C:11]=3[CH:20]=2)[CH:6]=[CH:5][CH:4]=[CH:3][CH:2]=1.[CH2:21]([NH2:24])[CH:22]=[CH2:23]>C(O)C>[C:1]1([C:7]2[CH:8]=[CH:9][C:10]3[O:14][CH:13]([C:15]([NH:24][CH2:21][CH:22]=[CH2:23])=[O:17])[CH2:12][C:11]=3[CH:20]=2)[CH:2]=[CH:3][CH:4]=[CH:5][CH:6]=1. Procedure details: An ethanol solution of 1E and an excess of 2-propenamine was refluxed for 2.5 days. The excess amine and the solvent were evaporated under reduced pressure. The resulting gum was recrystallized from methylene chloride/hexane to give 1, as a white solid, mp: 112° C. Reactants: CSc1ccc(-c2ccc(OCC3CCN(c4nc(C(C)C)no4)CC3)cn2)c(F)c1, OC(C(F)(F)F)C(F)(F)F, OO. The product is CC(C)c1noc(N2CCC(COc3ccc(-c4ccc(S(C)=O)cc4F)nc3)CC2)n1. Reaction SMILES: [F:1][c:2]1[c:3](-[c:10]2[n:11][cH:12][c:13]([O:16][CH2:17][CH:18]3[CH2:19][CH2:20][N:21]([c:24]4[n:25][c:26]([CH:29]([CH3:30])[CH3:31])[n:27][o:28]4)[CH2:22][CH2:23]3)[cH:14][cH:15]2)[cH:4][cH:5][c:6]([S:8][CH3:9])[cH:7]1.[F:34][C:35]([F:36])([F:37])[CH:38]([OH:39])[C:40]([F:41])([F:42])[F:43].[OH:32][OH:33]>>[F:1][c:2]1[c:3](-[c:10]2[n:11][cH:12][c:13]([O:16][CH2:17][CH:18]3[CH2:19][CH2:20][N:21]([c:24]4[n:25][c:26]([CH:29]([CH3:30])[CH3:31])[n:27][o:28]4)[CH2:22][CH2:23]3)[cH:14][cH:15]2)[cH:4][cH:5][c:6]([S:8]([CH3:9])=[O:32])[cH:7]1.